Task: describe an organic reaction: reactants, conditions, products, and yield. Dataset: the Open Reaction Database (ORD), a public repository of structured organic reaction records Reactants: FC1=NC(=C2N=CN(C2=N1)C1OCCCC1)N (2-Fluoro-9-(tetrahydro-2H-pyran-2-yl)-9H-purin-6-amine), CC(C)([O-])C.[Na+] (Sodium tert-butoxide), C1(CCCCC1)O (cyclohexanol), C1(CCCCC1)O (cyclohexanol). Conditions: temperature 50 celsius, time 30 minute. Product: C1(CCCCC1)OC1=NC(=C2N=CN(C2=N1)C1OCCCC1)N (2-(Cyclohexyloxy)-9-(tetrahydro-2H-pyran-2-yl)-9H-purin-6-amine). Reaction SMILES: CC(C)([O-])C.[Na+].F[C:8]1[N:16]=[C:15]2[C:11]([N:12]=[CH:13][N:14]2[CH:17]2[CH2:22][CH2:21][CH2:20][CH2:19][O:18]2)=[C:10]([NH2:23])[N:9]=1.[CH:24]1([OH:30])[CH2:29][CH2:28][CH2:27][CH2:26][CH2:25]1>>[CH:24]1([O:30][C:8]2[N:16]=[C:15]3[C:11]([N:12]=[CH:13][N:14]3[CH:17]3[CH2:22][CH2:21][CH2:20][CH2:19][O:18]3)=[C:10]([NH2:23])[N:9]=2)[CH2:29][CH2:28][CH2:27][CH2:26][CH2:25]1 |f:0.1|. Reported procedure: Sodium tert-butoxide (3.29 g, 34.2 mmol) was added portionwise to cyclohexanol (15 ml) at room temperature. The mixture became very thick and more cyclohexanol (10 ml) was added and the mixture heated to 50° C. 2-Fluoro-9-(tetrahydro-2H-pyran-2-yl)-9H-purin-6-amine (2 g, 8.43 mmol) was added and the mixture heated at 50° C. for 1 hour and then warmed to 60° C. and heated for a further 2 hours at which point LCMS showed complete reaction. The mixture was cooled to room temperature and partitioned... The yield is 44.5%. Reported procedure: A suspension of the {9-[(3-iodophenyl)methyl]-5-carbamoylcarbazol-4-yl}oxyacetic acid, methyl ester (15 mg, 0.03 mM) and 0.03 mL (0.03 mM) of 1 N NaOH in 5 mL of ethanol was stirred for 43 hours at 25° C., then cooled in an ice-bath. The resultant white precipitate was collected by filtration, washed with a small amount of EtOH, then dried in vacuo to afford 6.5 mg (43%) of the {9-[(3-iodophenyl)methyl]-5-carbamoylcarbazol-4-yl}oxyacetic acid, sodium salt as a white powder. 1H NMR (DMSO-d6) δ7.6... Reactants: IC=1C=C(C=CC1)CN1C2=CC=CC(=C2C=2C(=CC=CC12)OCC(=O)OC)C(N)=O ({9-[(3-iodophenyl)methyl]-5-carbamoylcarbazol-4-yl}oxyacetic acid, methyl ester), [OH-].[Na+] (NaOH). As a reaction SMILES: [I:1][C:2]1[CH:3]=[C:4]([CH2:8][N:9]2[C:21]3[CH:20]=[CH:19][CH:18]=[C:17]([O:22][CH2:23][C:24]([O:26]C)=[O:25])[C:16]=3[C:15]3[C:10]2=[CH:11][CH:12]=[CH:13][C:14]=3[C:28](=[O:30])[NH2:29])[CH:5]=[CH:6][CH:7]=1.[OH-].[Na+]>C(O)C>[I:1][C:2]1[CH:3]=[C:4]([CH2:8][N:9]2[C:21]3[CH:20]=[CH:19][CH:18]=[C:17]([O:22][CH2:23][C:24]([OH:26])=[O:25])[C:16]=3[C:15]3[C:10]2=[CH:11][CH:12]=[CH:13][C:14]=3[C:28](=[O:30])[NH2:29])[CH:5]=[CH:6][CH:7]=1 |f:1.2|. The product is IC=1C=C(C=CC1)CN1C2=CC=CC(=C2C=2C(=CC=CC12)OCC(=O)O)C(N)=O ({9-[(3-iodophenyl)methyl]-5-carbamoylcarbazol-4-yl}oxyacetic acid). Run at temperature 25 celsius, time 43 hour. The solvent is C(C)O (ethanol). Starting materials: O1C(=NC2=C1C=CC=C2)C2=CC=C(C(C(=O)N)=C)C=C2 (p-(benzoxazol-2-yl)-atropamide), Cl (hydrochloric acid), C(C)(=O)O (acetic acid). Product: O1C(=NC2=C1C=CC=C2)C2=CC=C(C(C(=O)O)=C)C=C2 (p-(benzoxazol-2-yl)atropic acid). Reaction SMILES: [O:1]1[C:5]2[CH:6]=[CH:7][CH:8]=[CH:9][C:4]=2[N:3]=[C:2]1[C:10]1[CH:20]=[CH:19][C:13]([C:14](=[CH2:18])[C:15](N)=[O:16])=[CH:12][CH:11]=1.Cl.C(O)(=[O:24])C>>[O:1]1[C:5]2[CH:6]=[CH:7][CH:8]=[CH:9][C:4]=2[N:3]=[C:2]1[C:10]1[CH:20]=[CH:19][C:13]([C:14](=[CH2:18])[C:15]([OH:24])=[O:16])=[CH:12][CH:11]=1. Procedure details: A mixture of 0.01 mole of p-(benzoxazol-2-yl)-atropamide, 15 ml. of acetic acid and 15 ml. of concentrated hydrochloric acid is heated on the steam-bath for 1 hour. Filtration of the reaction mixture into 200 ml. of cold water, followed by filtration of the resulting precipitate, gives p-(benzoxazol-2-yl)atropic acid. The reactants are COC1=C(CN2CC(NC3=C(C2=O)C=C(C=C3)OC)=O)C=CC(=C1)OC (4-(2,4-Dimethoxy-benzyl)-7-methoxy-3,4-dihydro-1H-benzo[e][1,4]diazepine-2,5-dione), CN(C1=CC=C(C=C1)C)C (N,N-dimethyl-p-toluidine), [Cl-].[P+]=O (phosphorous oxide chloride). The solvent is C1(=CC=CC=C1)C (toluene). Run at temperature 100 celsius, time 2.5 hour. Product: ClC=1CN(C(C2=C(N1)C=CC(=C2)OC)=O)CC2=C(C=C(C=C2)OC)OC (2-Chloro-4-(2,4-dimethoxy-benzyl)-7-methoxy-3,4-dihydro-benzo[e][1,4]diazepin-5-one). Reaction SMILES: [CH3:1][O:2][C:3]1[CH:24]=[C:23]([O:25][CH3:26])[CH:22]=[CH:21][C:4]=1[CH2:5][N:6]1[C:12](=[O:13])[C:11]2[CH:14]=[C:15]([O:18][CH3:19])[CH:16]=[CH:17][C:10]=2[NH:9][C:8](=O)[CH2:7]1.CN(C)C1C=CC(C)=CC=1.[Cl-:37].[P+]=O>C1(C)C=CC=CC=1>[Cl:37][C:8]1[CH2:7][N:6]([CH2:5][C:4]2[CH:21]=[CH:22][C:23]([O:25][CH3:26])=[CH:24][C:3]=2[O:2][CH3:1])[C:12](=[O:13])[C:11]2[CH:14]=[C:15]([O:18][CH3:19])[CH:16]=[CH:17][C:10]=2[N:9]=1 |f:2.3,^3:37|. Reported procedure: 4-(2,4-Dimethoxy-benzyl)-7-methoxy-3,4-dihydro-1H-benzo[e][1,4]diazepine-2,5-dione (23.7 g, 67 mmol) and N,N-dimethyl-p-toluidine (19.2 mL, 133 mmol) were mixed in toluene (200 mL) and heated to 100° C. Then phosphorous oxide chloride (6.7 mL, 73 mmol) was added dropwise and heating at 100° C. was continued for 2.5 h. The resulting dark red solution was evaporated to dryness and the residue redissolved in THF (150 mL) and used directly in the subsequent step. Reactants: BrCCCCCOC=1C=C(C(=O)N)C=CC1 (3-(bromopentyloxy)benzamide), ClC1=C2NC=NC2=NC=N1 (6-chloropurine), C([O-])([O-])=O.[K+].[K+] (potassium carbonate). The solvent is CN(C)C=O (DMF). Product: ClC1=C2N=CN(C2=NC=N1)CCCCCOC=1C=C(C(=O)N)C=CC1 (3-[5-(6-Chloropurin-9-yl)pentyloxy]benzamide). Yield: 19.4%. As a reaction SMILES: Br[CH2:2][CH2:3][CH2:4][CH2:5][CH2:6][O:7][C:8]1[CH:9]=[C:10]([CH:14]=[CH:15][CH:16]=1)[C:11]([NH2:13])=[O:12].[Cl:17][C:18]1[N:26]=[CH:25][N:24]=[C:23]2[C:19]=1[NH:20][CH:21]=[N:22]2.C(=O)([O-])[O-].[K+].[K+]>CN(C=O)C>[Cl:17][C:18]1[N:26]=[CH:25][N:24]=[C:23]2[C:19]=1[N:20]=[CH:21][N:22]2[CH2:2][CH2:3][CH2:4][CH2:5][CH2:6][O:7][C:8]1[CH:9]=[C:10]([CH:14]=[CH:15][CH:16]=1)[C:11]([NH2:13])=[O:12] |f:2.3.4|. Reported procedure: A solution of 3-(bromopentyloxy)benzamide (500 mg, 1.7 mmols), 6-chloropurine (270 mg, 1.7 mmols) and potassium carbonate (240 mg, 1.7 mmols) in DMF (7.5 ml) was stirred for two days at room temperature. The solvent was then removed under vacuum (0.001 mmHg) and the white solid (mixture of N7 and N9 isomers) was chromatographed (silica, 10% MeOH/CH2CI2) to give a single product (N9 isomer) as a glass. This was triturated with ether (=5 ml) to give a white solid which was recrystallised from ethy... The reactants are NC1C(N(CCSC1)C(C)C(=O)O)=O (6-Amino-4-N-(1-carboxyethyl)perhydro-1,4-thiazepin-5-one), O=C(C(=O)OCC)CCC1=CC=CC=C1 (Ethyl 2-keto-4-phenylbutyrate), C(C)(=O)O (acetic acid), solution, C(#N)[BH3-].[Na+] (sodium cyanoborohydride). The solvent is CO (methanol). Product: C(=O)(O)C(C)N1CCSCC(C1=O)NC(CCC1=CC=CC=C1)C(=O)OCC (4-N-(1-carboxyethyl)-6-(1-carboethoxy-3-phenylpropylamino)-perhydro-1,4-thiazepin-5-one). Yield: 74.8%. As a reaction SMILES: [NH2:1][CH:2]1[CH2:8][S:7][CH2:6][CH2:5][N:4]([CH:9]([C:11]([OH:13])=[O:12])[CH3:10])[C:3]1=[O:14].O=[C:16]([CH2:22][CH2:23][C:24]1[CH:29]=[CH:28][CH:27]=[CH:26][CH:25]=1)[C:17]([O:19][CH2:20][CH3:21])=[O:18].C(O)(=O)C.C([BH3-])#N.[Na+]>CO>[C:11]([CH:9]([N:4]1[C:3](=[O:14])[CH:2]([NH:1][CH:16]([C:17]([O:19][CH2:20][CH3:21])=[O:18])[CH2:22][CH2:23][C:24]2[CH:25]=[CH:26][CH:27]=[CH:28][CH:29]=2)[CH2:8][S:7][CH2:6][CH2:5]1)[CH3:10])([OH:13])=[O:12] |f:3.4|. Procedure details: 6-Amino-4-N-(1-carboxyethyl)perhydro-1,4-thiazepin-5-one (0.05 g) is suspended in 1 ml of methanol. Ethyl 2-keto-4-phenylbutyrate (0.24 g) and acetic acid (0.02 g) are added. A 1M solution of sodium cyanoborohydride (0.75 ml) is added dropwise over a period of twenty hours. After removal of methanol, the reaction mixture is taken up in water and loaded onto a column of Dowex-50 (on the proton cycle). After thorough washing with water, the column is developed with 5% pyridine solution. Lyophiliza... Reaction SMILES: [C:1]([CH3:2])([CH3:3])([CH3:4])[O:5][C:6]([CH2:7][O:8][c:9]1[cH:10][cH:11][cH:12][c:13]2[c:18]1[CH2:17][CH2:16][CH2:15][CH:14]2[NH:19][S:20](=[O:21])(=[O:22])[c:23]1[cH:24][c:25]([Cl:37])[c:26]([O:29][c:30]2[cH:31][cH:32][c:33]([Cl:36])[cH:34][cH:35]2)[cH:27][cH:28]1)=[O:38].[Na+:40].[O:41]1[CH2:42][CH2:43][CH2:44][CH2:45]1.[OH-:39]>>[O:5]=[C:6]([CH2:7][O:8][c:9]1[cH:10][cH:11][cH:12][c:13]2[c:18]1[CH2:17][CH2:16][CH2:15][CH:14]2[NH:19][S:20](=[O:21])(=[O:22])[c:23]1[cH:24][c:25]([Cl:37])[c:26]([O:29][c:30]2[cH:31][cH:32][c:33]([Cl:36])[cH:34][cH:35]2)[cH:27][cH:28]1)[OH:38]. The reactants are CC(C)(C)OC(=O)COc1cccc2c1CCCC2NS(=O)(=O)c1ccc(Oc2ccc(Cl)cc2)c(Cl)c1, [Na+], C1CCOC1, [OH-]. Product: O=C(O)COc1cccc2c1CCCC2NS(=O)(=O)c1ccc(Oc2ccc(Cl)cc2)c(Cl)c1. Starting materials: ClC1=CC=C2C=CC(=NC2=C1)CN1N=CC(=C1)C(=O)NCC=1C(=CC(=NC1C)NC(OC(C)(C)C)=O)C (tert-butyl (5-((1-((7-chloroquinolin-2-yl)methyl)-1H-pyrazole-4-carboxamido)methyl)-4,6-dimethylpyridin-2-yl)carbamate), C(=O)(C(F)(F)F)O (TFA). Run in C(Cl)Cl (DCM). Reaction conditions: temperature 23 celsius, time 7.5 hour. Product: NC1=CC(=C(C(=N1)C)CNC(=O)C=1C=NN(C1)CC1=NC2=CC(=CC=C2C=C1)Cl)C (N-((6-amino-2,4-dimethylpyridin-3-yl)methyl)-1-((7-chloroquinolin-2-yl)methyl)-1H-pyrazole-4-carboxamide). RXN SMILES: [Cl:1][C:2]1[CH:11]=[C:10]2[C:5]([CH:6]=[CH:7][C:8]([CH2:12][N:13]3[CH:17]=[C:16]([C:18]([NH:20][CH2:21][C:22]4[C:23]([CH3:37])=[CH:24][C:25]([NH:29]C(=O)OC(C)(C)C)=[N:26][C:27]=4[CH3:28])=[O:19])[CH:15]=[N:14]3)=[N:9]2)=[CH:4][CH:3]=1.C(O)(C(F)(F)F)=O>C(Cl)Cl>[NH2:29][C:25]1[N:26]=[C:27]([CH3:28])[C:22]([CH2:21][NH:20][C:18]([C:16]2[CH:15]=[N:14][N:13]([CH2:12][C:8]3[CH:7]=[CH:6][C:5]4[C:10](=[CH:11][C:2]([Cl:1])=[CH:3][CH:4]=4)[N:9]=3)[CH:17]=2)=[O:19])=[C:23]([CH3:37])[CH:24]=1. Procedure: To a solution of tert-butyl (5-((1-((7-chloroquinolin-2-yl)methyl)-1H-pyrazole-4-carboxamido)methyl)-4,6-dimethylpyridin-2-yl)carbamate (151 mg, 0.29 mmol) in DCM (2 ml) was added TFA (0.447 ml, 5.80 mmol). Reaction mixture was stirred for 7.5 h at 23° C. After evaporation of solvents, the crude material was purified by preparative HPLC (SunFire C18-ODB, 5 μm, 100×30 mm, elution with A=water+0.1% TFA and B=ACN+0.1% TFA, gradient from 5% to 100% B in 25 min, flow: 40 mL/min). Fractions were combi... RXN SMILES: [CH3:1][N:2]1[C:3]2=[CH:4][CH2:5][CH:6]3[CH:7]4[CH2:8][CH2:9][CH:10]([C:22](=[O:23])[OH:24])[C:11]4([CH3:12])[CH2:13][CH2:14][CH:15]3[C:16]2([CH3:21])[CH2:17][CH2:18][C:19]1=[O:20].[s:25]1[c:26]([CH:30]([CH2:31][c:32]2[s:33][cH:34][cH:35][cH:36]2)[NH2:37])[cH:27][cH:28][cH:29]1>>[CH3:1][N:2]1[C:3]2=[CH:4][CH2:5][CH:6]3[CH:7]4[CH2:8][CH2:9][CH:10]([C:22](=[O:23])[NH:37][CH:30]([c:26]5[s:25][cH:29][cH:28][cH:27]5)[CH2:31][c:32]5[s:33][cH:34][cH:35][cH:36]5)[C:11]4([CH3:12])[CH2:13][CH2:14][CH:15]3[C:16]2([CH3:21])[CH2:17][CH2:18][C:19]1=[O:20]. The product is CN1C(=O)CCC2(C)C1=CCC1C2CCC2(C)C(C(=O)NC(Cc3cccs3)c3cccs3)CCC12. The reactants are CN1C(=O)CCC2(C)C1=CCC1C2CCC2(C)C(C(=O)O)CCC12, NC(Cc1cccs1)c1cccs1.